Dataset: the Open Reaction Database (ORD), a public repository of structured organic reaction records. Task: describe an organic reaction: reactants, conditions, products, and yield Starting materials: N1C=C(C2=CC=CC=C12)CC(C)N ([2-(1H-indol-3-yl)-1-methylethyl]amine), FC=1C=C(C=O)C=CC1 (3-fluorobenzaldehyde). Product: FC=1C=C(C=CC1)C1NC(CC=2C3=CC=CC=C3NC12)C (rac-(1R,3R)-1-(3-fluorophenyl)-3-methyl-2,3,4,9-tetrahydro-1H-β-carboline). RXN SMILES: [NH:1]1[C:9]2[C:4](=[CH:5][CH:6]=[CH:7][CH:8]=2)[C:3]([CH2:10][CH:11]([NH2:13])[CH3:12])=[CH:2]1.[F:14][C:15]1[CH:16]=[C:17]([CH:20]=[CH:21][CH:22]=1)[CH:18]=O>>[F:14][C:15]1[CH:16]=[C:17]([CH:18]2[C:2]3[NH:1][C:9]4[C:4](=[CH:5][CH:6]=[CH:7][CH:8]=4)[C:3]=3[CH2:10][CH:11]([CH3:12])[NH:13]2)[CH:20]=[CH:21][CH:22]=1. Reported procedure: In addition, the compounds in Example 15(5) and Example 15(6) were prepared by separating diastereomer mixture which was obtained by reacting [2-(1H-indol-3-yl)-1-methylethyl]amine with 3-fluorobenzaldehyde, by column chromatography on silica gel. Reactants: C(CCC)N1C(N(C(C=2C1=NN(C2NC)CCCCCl)=O)CCC)=O (7-butyl-2-(4-chlorobutyl)-3-methylamino-5-propyl-2H-pyrazolo[3,4-d]pyrimidine-4,6(5H,7H)-dione), [H-].[Na+] (sodium hydride). Run in CN(C)C=O (DMF). Conditions: time 5 hour. Product: C(CCC)N1C(N(C(C=2C1=NN1C2N(CCCC1)C)=O)CCC)=O (1-Butyl-5-methyl-3-propyl-6,7,8,9-tetrahydro-5H-pyrimido[5',4':4,3]pyrazolo[1,5-a][1,3]diazepine-2,4(1H,3H)-dione). Yield: 66.6%. RXN SMILES: [CH2:1]([N:5]1[C:10]2=[N:11][N:12]([CH2:16][CH2:17][CH2:18][CH2:19]Cl)[C:13]([NH:14][CH3:15])=[C:9]2[C:8](=[O:21])[N:7]([CH2:22][CH2:23][CH3:24])[C:6]1=[O:25])[CH2:2][CH2:3][CH3:4].[H-].[Na+]>CN(C=O)C>[CH2:1]([N:5]1[C:10]2=[N:11][N:12]3[CH2:16][CH2:17][CH2:18][CH2:19][N:14]([CH3:15])[C:13]3=[C:9]2[C:8](=[O:21])[N:7]([CH2:22][CH2:23][CH3:24])[C:6]1=[O:25])[CH2:2][CH2:3][CH3:4] |f:1.2|. Reported procedure: To a stirred solution of 7-butyl-2-(4-chlorobutyl)-3-methylamino-5-propyl-2H-pyrazolo[3,4-d]pyrimidine-4,6(5H,7H)-dione(2.0 g) in DMF(30 ml) was added sodium hydride(60% oil, 0.65 g) in portions under ice-cooling. The mixture was stirred at room temperature for further 5 hours. The reaction mixture was concentrated to dryness and was added to ice-water, followed by neutralizing with 1N-HCl and extraction with chloroform. The chloroform layer was washed with water, dried and concentrated to dryne...